From a dataset of the Open Reaction Database (ORD), a public repository of structured organic reaction records. describe an organic reaction: reactants, conditions, products, and yield Reactants: CC=C(C)C, CCOC(C)=O, CC(C)(C)O, CC(C)(C)OC(=O)CCc1ccc(OCc2cccc(-c3ccccc3C=O)c2)cc1, [O-][Cl+][O-], [Na+], [Na+], C1CCOC1, O, O=P([O-])(O)O. Yields the product CC(C)(C)OC(=O)CCc1ccc(OCc2cccc(-c3ccccc3C(=O)O)c2)cc1. As a reaction SMILES: [CH3:38][C:39](=[CH:40][CH3:41])[CH3:42].[CH3:47][CH2:48][O:49][C:50](=[O:51])[CH3:52].[CH3:59][C:60]([OH:61])([CH3:62])[CH3:63].[CH:1](=[O:2])[c:3]1[c:4](-[c:9]2[cH:10][c:11]([CH2:15][O:16][c:17]3[cH:18][cH:19][c:20]([CH2:23][CH2:24][C:25](=[O:26])[O:27][C:28]([CH3:29])([CH3:30])[CH3:31])[cH:21][cH:22]3)[cH:12][cH:13][cH:14]2)[cH:5][cH:6][cH:7][cH:8]1.[Cl+:43]([O-:44])[O-:45].[Na+:32].[Na+:46].[O:53]1[CH2:54][CH2:55][CH2:56][CH2:57]1.[OH2:58].[OH:33][P:34](=[O:35])([O-:36])[OH:37]>>[C:1](=[O:2])([c:3]1[c:4](-[c:9]2[cH:10][c:11]([CH2:15][O:16][c:17]3[cH:18][cH:19][c:20]([CH2:23][CH2:24][C:25](=[O:26])[O:27][C:28]([CH3:29])([CH3:30])[CH3:31])[cH:21][cH:22]3)[cH:12][cH:13][cH:14]2)[cH:5][cH:6][cH:7][cH:8]1)[OH:33]. The reactants are COC(=O)C(C)(C)CCN(C)c1ccc(C(=O)N2c3ccccc3C(N(C(C)=O)c3ccc(Cl)cc3)CC2C)cc1, CO, [Na+], C1CCOC1, [OH-], O. The product is CC(=O)N(c1ccc(Cl)cc1)C1CC(C)N(C(=O)c2ccc(N(C)CCC(C)(C)C(=O)O)cc2)c2ccccc21. As a reaction SMILES: [C:1]([CH3:2])(=[O:3])[N:4]([CH:5]1[CH2:6][CH:7]([CH3:34])[N:8]([C:15](=[O:16])[c:17]2[cH:18][cH:19][c:20]([N:23]([CH2:24][CH2:25][C:26]([C:27](=[O:28])[O:29][CH3:30])([CH3:31])[CH3:32])[CH3:33])[cH:21][cH:22]2)[c:9]2[cH:10][cH:11][cH:12][cH:13][c:14]21)[c:35]1[cH:36][cH:37][c:38]([Cl:41])[cH:39][cH:40]1.[CH3:50][OH:51].[Na+:43].[O:45]1[CH2:46][CH2:47][CH2:48][CH2:49]1.[OH-:42].[OH2:44]>>[C:1]([CH3:2])(=[O:3])[N:4]([CH:5]1[CH2:6][CH:7]([CH3:34])[N:8]([C:15](=[O:16])[c:17]2[cH:18][cH:19][c:20]([N:23]([CH2:24][CH2:25][C:26]([C:27](=[O:28])[OH:29])([CH3:31])[CH3:32])[CH3:33])[cH:21][cH:22]2)[c:9]2[cH:10][cH:11][cH:12][cH:13][c:14]21)[c:35]1[cH:36][cH:37][c:38]([Cl:41])[cH:39][cH:40]1. The reactants are ice water, Cl (HCl), BrC=1C(=C(SC1C)C(=O)O)SC(C)C (4-bromo-5-methyl-3-[(1-methylethyl) thio]-2-thiophenecarboxylic acid), C(=O)(N1C=NC=C1)N1C=NC=C1 (1,1'-carbonyldiimidazole), NC1=NN=NN1 (5-aminotetrazole). Solvent: C1CCOC1 (THF). Run at time 2.5 hour. Yields the product BrC=1C(=C(SC1C)C(=O)NC1=NN=NN1)SC(C)C (4-Bromo-5-methyl-3-[(1-methylethyl)thio ]-N-1H-tetrazol-5-yl-thiophene-2-carboxamide). The yield is 96.6%. As a reaction SMILES: [Br:1][C:2]1[C:3]([S:11][CH:12]([CH3:14])[CH3:13])=[C:4]([C:8](O)=[O:9])[S:5][C:6]=1[CH3:7].C(N1C=CN=C1)(N1C=CN=C1)=O.[NH2:27][C:28]1[NH:32][N:31]=[N:30][N:29]=1.Cl>C1COCC1>[Br:1][C:2]1[C:3]([S:11][CH:12]([CH3:14])[CH3:13])=[C:4]([C:8]([NH:27][C:28]2[NH:32][N:31]=[N:30][N:29]=2)=[O:9])[S:5][C:6]=1[CH3:7]. Procedure details: A mixture of 4-bromo-5-methyl-3-[(1-methylethyl) thio]-2-thiophenecarboxylic acid (3.0 g, 10 mmoles) and 1,1'-carbonyldiimidazole (1.8 g, 11 mmoles) in THF (25 mL) is stirred under argon and heated under reflux. After 1.5 hours 5-aminotetrazole (0.87 g, 10 mmol) is added and heating continued for an additional 2.5 hours. The mixture is then cooled, stirred into ice water (300 mL) and acidified with concentrated HCl. The precipitate is filtered off, washed with 4N HCl, rinsed with water and dried... Reactants: CC(C)CCNC(=O)c1ccc(N2CCNCC2)nn1, O=C(Cl)c1ccccc1Cl. Yields the product CC(C)CCNC(=O)c1ccc(N2CCN(C(=O)c3ccccc3Cl)CC2)nn1. As a reaction SMILES: [CH3:11][CH:12]([CH2:13][CH2:14][NH:15][C:16](=[O:17])[c:18]1[n:19][n:20][c:21]([N:24]2[CH2:25][CH2:26][NH:27][CH2:28][CH2:29]2)[cH:22][cH:23]1)[CH3:30].[Cl:1][C:2](=[O:3])[c:4]1[cH:5][cH:6][cH:7][cH:8][c:9]1[Cl:10]>>[C:2](=[O:3])([c:4]1[cH:5][cH:6][cH:7][cH:8][c:9]1[Cl:10])[N:27]1[CH2:26][CH2:25][N:24]([c:21]2[n:20][n:19][c:18]([C:16]([NH:15][CH2:14][CH2:13][CH:12]([CH3:11])[CH3:30])=[O:17])[cH:23][cH:22]2)[CH2:29][CH2:28]1. The reactants are C(#N)C1=CC(=CS1)C1=CN(C2=C1C(NC=C2C(=O)OC)=O)C2CCCC2 (methyl 3-(5-cyano-3-thienyl)-1-cyclopentyl-4-oxo-4,5-dihydro-1H-pyrrolo[3,2-c]pyridine-7-carboxylate), C(O)([O-])=O.[Na+] (sodium hydrogencarbonate), Cl.NO (hydroxylamine hydrochloride), O (water). Solvent: CS(=O)C (DMSO). Conditions: temperature 90 celsius, time 30 minute. The product is C1(CCCC1)N1C=C(C=2C(NC=C(C21)C(=O)OC)=O)C2=CSC(=C2)C2=NOC(N2)=O (methyl 1-cyclopentyl-4-oxo-3-(5-(5-oxo-4,5-dihydro-1,2,4-oxadiazol-3-yl)-3-thienyl)-4,5-dihydro-1H-pyrrolo[3,2-c]pyridine-7-carboxylate). The yield is 69.9%. Reaction SMILES: [C:1]([C:3]1[S:7][CH:6]=[C:5]([C:8]2[C:12]3[C:13](=[O:21])[NH:14][CH:15]=[C:16]([C:17]([O:19][CH3:20])=[O:18])[C:11]=3[N:10]([CH:22]3[CH2:26][CH2:25][CH2:24][CH2:23]3)[CH:9]=2)[CH:4]=1)#[N:2].[C:27](=[O:30])([O-])[OH:28].[Na+].Cl.[NH2:33]O.O>CS(C)=O>[CH:22]1([N:10]2[C:11]3[C:16]([C:17]([O:19][CH3:20])=[O:18])=[CH:15][NH:14][C:13](=[O:21])[C:12]=3[C:8]([C:5]3[CH:4]=[C:3]([C:1]4[NH:33][C:27](=[O:30])[O:28][N:2]=4)[S:7][CH:6]=3)=[CH:9]2)[CH2:26][CH2:25][CH2:24][CH2:23]1 |f:1.2,3.4|. Reported procedure: To a solution of methyl 3-(5-cyano-3-thienyl)-1-cyclopentyl-4-oxo-4,5-dihydro-1H-pyrrolo[3,2-c]pyridine-7-carboxylate (111 mg) obtained in Example 73 in DMSO (2 mL) were added sodium hydrogencarbonate (127 mg) and hydroxylamine hydrochloride (84 mg) at room temperature, and the mixture was stirred at 90° C. for 30 min. To the reaction mixture was added water, and the mixture was extracted with ethyl acetate. The organic layer was washed with saturated brine, dried over anhydrous sodium sulfate, ... The reactants are CNC1=C(C=C(OC2=CC(=NC=C2)NC(CN2CCC(CC2)C)=O)C=C1)[N+](=O)[O-] (N-{4-[4-(methylamino)-3-nitrophenoxy](2-pyridyl)}-2-(4-methylpiperidyl)acetamide). As a reaction SMILES: [CH3:1][NH:2][C:3]1[CH:26]=[CH:25][C:6]([O:7][C:8]2[CH:13]=[CH:12][N:11]=[C:10]([NH:14][C:15](=[O:24])[CH2:16][N:17]3[CH2:22][CH2:21][CH:20]([CH3:23])[CH2:19][CH2:18]3)[CH:9]=2)=[CH:5][C:4]=1[N+:27]([O-])=O>[Pd]>[NH2:27][C:4]1[CH:5]=[C:6]([CH:25]=[CH:26][C:3]=1[NH:2][CH3:1])[O:7][C:8]1[CH:13]=[CH:12][N:11]=[C:10]([NH:14][C:15](=[O:24])[CH2:16][N:17]2[CH2:18][CH2:19][CH:20]([CH3:23])[CH2:21][CH2:22]2)[CH:9]=1. Procedure details: N-{4-[4-(methylamino)-3-nitrophenoxy](2-pyridyl)}-2-(4-methylpiperidyl)acetamide was hydrogenated in the presence of Pd/C for 4 hours. The catalyst was removed via filtration and filtrate was concentrated to give N-{4-[3-amino-4-(methylamino)phenoxy](2-pyridyl)}-2-(4-methylpiperidyl)acetamide. MS: MH+=370.2. The reagents and catalysts are [Pd] (Pd/C). Product: NC=1C=C(OC2=CC(=NC=C2)NC(CN2CCC(CC2)C)=O)C=CC1NC (N-{4-[3-amino-4-(methylamino)phenoxy](2-pyridyl)}-2-(4-methylpiperidyl)acetamide). The reactants are CC(C)(C)[Si](C)(C)Oc1cccc2ccc(-c3nnc4cc(C(O)CO)ccn34)nc12, ClCCl, [O-][I+3]([O-])([O-])[O-], [Na+]. Product: CC(C)(C)[Si](C)(C)Oc1cccc2ccc(-c3nnc4cc(C=O)ccn34)nc12. RXN SMILES: [C:7]([CH3:8])([CH3:9])([CH3:10])[Si:11]([O:12][c:13]1[cH:14][cH:15][cH:16][c:17]2[cH:18][cH:19][c:20](-[c:23]3[n:24][n:25][c:26]4[n:27]3[cH:28][cH:29][c:30]([CH:32]([CH2:33][OH:34])[OH:35])[cH:31]4)[n:21][c:22]12)([CH3:36])[CH3:37].[Cl:38][CH2:39][Cl:40].[I+3:1]([O-:2])([O-:3])([O-:4])[O-:5].[Na+:6]>>[C:7]([CH3:8])([CH3:9])([CH3:10])[Si:11]([O:12][c:13]1[cH:14][cH:15][cH:16][c:17]2[cH:18][cH:19][c:20](-[c:23]3[n:24][n:25][c:26]4[n:27]3[cH:28][cH:29][c:30]([CH:32]=[O:35])[cH:31]4)[n:21][c:22]12)([CH3:36])[CH3:37]. Starting materials: COC(=O)C(C)c1cc(Cl)ccc1C1=CCN(C(=O)C2CN(C(C)(C)C)CC2c2ccc(F)cc2F)CC1, CC(=O)O, [Pt]. Yields the product COC(=O)C(C)c1cc(Cl)ccc1C1CCN(C(=O)C2CN(C(C)(C)C)CC2c2ccc(F)cc2F)CC1. Reaction SMILES: [C:1]([CH3:2])([CH3:3])([CH3:4])[N:5]1[CH2:6][CH:7]([C:18](=[O:19])[N:20]2[CH2:21][CH2:22][C:23]([c:26]3[c:27]([CH:33]([C:34](=[O:35])[O:36][CH3:37])[CH3:38])[cH:28][c:29]([Cl:32])[cH:30][cH:31]3)=[CH:24][CH2:25]2)[CH:8]([c:10]2[c:11]([F:17])[cH:12][c:13]([F:16])[cH:14][cH:15]2)[CH2:9]1.[CH3:39][C:40](=[O:41])[OH:42].[Pt:43]>>[C:1]([CH3:2])([CH3:3])([CH3:4])[N:5]1[CH2:6][CH:7]([C:18](=[O:19])[N:20]2[CH2:21][CH2:22][CH:23]([c:26]3[c:27]([CH:33]([C:34](=[O:35])[O:36][CH3:37])[CH3:38])[cH:28][c:29]([Cl:32])[cH:30][cH:31]3)[CH2:24][CH2:25]2)[CH:8]([c:10]2[c:11]([F:17])[cH:12][c:13]([F:16])[cH:14][cH:15]2)[CH2:9]1. The reactants are CC1(OCCO1)CCCN1C=C(C2=CC=CC=C12)C=O (1-[3-(2-methyl-2-dioxolanyl)propyl]-3-indolecarboxaldehyde), C(=O)(OCC)C=P(C1=CC=CC=C1)(C1=CC=CC=C1)C1=CC=CC=C1 (carbethoxymethylene triphenylphosphorane). Run in C1(=CC=CC=C1)C (toluene). Yields the product C(C)OC(C=CC1=CN(C2=CC=CC=C12)CCCC1(OCCO1)C)=O (1-[3-(2-methyl-2-dioxolanyl)propyl]-3-indoleacrylic acid ethyl ester). RXN SMILES: [CH3:1][C:2]1([CH2:7][CH2:8][CH2:9][N:10]2[C:18]3[C:13](=[CH:14][CH:15]=[CH:16][CH:17]=3)[C:12]([CH:19]=O)=[CH:11]2)[O:6][CH2:5][CH2:4][O:3]1.[C:21]([CH:26]=P(C1C=CC=CC=1)(C1C=CC=CC=1)C1C=CC=CC=1)([O:23][CH2:24][CH3:25])=[O:22]>C1(C)C=CC=CC=1>[CH2:24]([O:23][C:21](=[O:22])[CH:26]=[CH:19][C:12]1[C:13]2[C:18](=[CH:17][CH:16]=[CH:15][CH:14]=2)[N:10]([CH2:9][CH2:8][CH2:7][C:2]2([CH3:1])[O:3][CH2:4][CH2:5][O:6]2)[CH:11]=1)[CH3:25]. Procedure: A mixture of 27.3 g of 1-[3-(2-methyl-2-dioxolanyl)propyl]-3-indolecarboxaldehyde (0.1 mole) and 40 g. (0.11 mole) of carbethoxymethylene triphenylphosphorane in 400 ml. of toluene is heated at reflux overnight. The resulting cold solution is filtered through a Silica gel column to remove the inorganic material to give 1-[3-(2-methyl-2-dioxolanyl)propyl]-3-indoleacrylic acid ethyl ester, m.p. 61°-62° C.